Dataset: the Open Reaction Database (ORD), a public repository of structured organic reaction records. Task: describe an organic reaction: reactants, conditions, products, and yield Starting materials: C[O-], CO, CCCCCC, O=C(Nc1c(F)cccc1F)c1cccc(-c2nc3cc(C(F)(F)F)ccn3c2-c2ccnc(Cl)n2)c1, ClCCl, COc1cc(N2CCC(N3CCCCC3)CC2)ccc1N, [Na+], O, OCC(F)(F)F, Cc1ccc(S(=O)(=O)O)cc1. The product is COc1cc(N2CCC(N3CCCCC3)CC2)ccc1Nc1nccc(-c2c(-c3cccc(C(=O)Nc4c(F)cccc4F)c3)nc3cc(C(F)(F)F)ccn23)n1. RXN SMILES: [CH3:71][O-:72].[CH3:80][OH:81].[CH3:85][CH2:86][CH2:87][CH2:88][CH2:89][CH3:90].[Cl:1][c:2]1[n:3][cH:4][cH:5][c:6](-[c:8]2[c:9](-[c:21]3[cH:22][c:23]([C:24](=[O:25])[NH:26][c:27]4[c:28]([F:34])[cH:29][cH:30][cH:31][c:32]4[F:33])[cH:35][cH:36][cH:37]3)[n:10][c:11]3[n:12]2[cH:13][cH:14][c:15]([C:17]([F:18])([F:19])[F:20])[cH:16]3)[n:7]1.[Cl:82][CH2:83][Cl:84].[N:38]1([CH:44]2[CH2:45][CH2:46][N:47]([c:50]3[cH:51][c:52]([O:57][CH3:58])[c:53]([NH2:54])[cH:55][cH:56]3)[CH2:48][CH2:49]2)[CH2:39][CH2:40][CH2:41][CH2:42][CH2:43]1.[Na+:73].[OH2:59].[OH:74][CH2:75][C:76]([F:77])([F:78])[F:79].[c:60]1([CH3:61])[cH:62][cH:63][c:64]([S:65]([OH:66])(=[O:67])=[O:68])[cH:69][cH:70]1>>[c:2]1([NH:54][c:53]2[c:52]([O:57][CH3:58])[cH:51][c:50]([N:47]3[CH2:46][CH2:45][CH:44]([N:38]4[CH2:39][CH2:40][CH2:41][CH2:42][CH2:43]4)[CH2:49][CH2:48]3)[cH:56][cH:55]2)[n:3][cH:4][cH:5][c:6](-[c:8]2[c:9](-[c:21]3[cH:22][c:23]([C:24](=[O:25])[NH:26][c:27]4[c:28]([F:34])[cH:29][cH:30][cH:31][c:32]4[F:33])[cH:35][cH:36][cH:37]3)[n:10][c:11]3[n:12]2[cH:13][cH:14][c:15]([C:17]([F:18])([F:19])[F:20])[cH:16]3)[n:7]1. The reactants are ClC=1C=C(C=CC1)NC(=O)C=1N=C(SC1N)C (5-amino-2-methyl-thiazole-4-carboxylic acid (3-chloro-phenyl)-amide), C(C1=CC=CC=C1)(=O)Cl (benzoyl chloride). Run in O1CCOCC1 (dioxane), N1=CC=CC=C1 (pyridine). Run at time 8 hour. Yields the product ClC=1C=C(C=CC1)NC(=O)C=1N=C(SC1NC(C1=CC=CC=C1)=O)C (5-Benzoylamino-2-methyl-thiazole-4-carboxylic acid (3-chloro-phenyl)-amide). Isolated yield 4.7%. RXN SMILES: [Cl:1][C:2]1[CH:3]=[C:4]([NH:8][C:9]([C:11]2[N:12]=[C:13]([CH3:17])[S:14][C:15]=2[NH2:16])=[O:10])[CH:5]=[CH:6][CH:7]=1.[C:18](Cl)(=[O:25])[C:19]1[CH:24]=[CH:23][CH:22]=[CH:21][CH:20]=1>O1CCOCC1.N1C=CC=CC=1>[Cl:1][C:2]1[CH:3]=[C:4]([NH:8][C:9]([C:11]2[N:12]=[C:13]([CH3:17])[S:14][C:15]=2[NH:16][C:18](=[O:25])[C:19]2[CH:24]=[CH:23][CH:22]=[CH:21][CH:20]=2)=[O:10])[CH:5]=[CH:6][CH:7]=1. Procedure: A solution of 5-amino-2-methyl-thiazole-4-carboxylic acid (3-chloro-phenyl)-amide (0.04 g, 0.17 mmol) in dry dioxane (0.50 ml) and pyridine (0.02 ml) was cooled to 0° C. and treated with benzoyl chloride (0.02 g, 0.17 mmol). The mixture was then left to warm to room temperature and stirred overnight. After evaporation of the solvent, the residue was triturated in acetonitrile to yield the title compound (0.003 g, 4%) as a white solid, MS (ISP): m/e=372.3 (M+H+) Starting materials: N1([C@H](C(=O)O)CCC1)C(=O)OC(C)(C)C (Boc-Pro-OH), C(C(C)(C)C)N (neopentylamine), C=1C=CC2=C(C1)N=NN2O (HOBt), CCN=C=NCCCN(C)C.Cl (EDC hydrochloride), resultant mixture. The solvent is CN(C)C=O (DMF). The product is N1([C@H](C(=O)NCC(C)(C)C)CCC1)C(=O)OC(C)(C)C (Boc-Pro-NH—CH2—C(CH3)3). Reaction SMILES: [N:1]1([C:9]([O:11][C:12]([CH3:15])([CH3:14])[CH3:13])=[O:10])[CH2:8][CH2:7][CH2:6][C@H:2]1[C:3]([OH:5])=O.[CH2:16]([NH2:21])[C:17]([CH3:20])([CH3:19])[CH3:18].C1C=CC2N(O)N=NC=2C=1.CCN=C=NCCCN(C)C.Cl>CN(C=O)C>[N:1]1([C:9]([O:11][C:12]([CH3:15])([CH3:14])[CH3:13])=[O:10])[CH2:8][CH2:7][CH2:6][C@H:2]1[C:3]([NH:21][CH2:16][C:17]([CH3:20])([CH3:19])[CH3:18])=[O:5] |f:3.4|. Procedure details: In a DMF solution containing 1.00 g of Boc-Pro-OH, 0.58 ml of neopentylamine, 0.71 g of HOBt and 1.06 g of EDC hydrochloride were added and the resultant mixture was stirred for 14 hr. The reaction mixture was treated similarly to that in Example 30 (Process 3) to give 605 mg of the title compound. Reactants: FC1=CC=C(C(=O)N2CCC(CC2)C(=O)O)C=C1 (1-(4-Fluorobenzoyl)piperidine-4-carboxylic acid), C(C(=O)Cl)(=O)Cl (oxalyl chloride), [Cl-].[NH4+] (ammonium chloride), [OH-].[Na+] (sodium hydroxide), C(CCCC)[Mg]Br (pentylmagnesium bromide). Reagents/catalysts: [Cu]I (copper (I) iodide). Solvent: C(Cl)Cl (methylene chloride), CCOCC (ether), O1CCCC1 (tetrahydrofuran), CN(C=O)C (dimethylformamide), O1CCCC1 (tetrahydrofuran). Run at time 3 hour. Yields the product FC1=CC=C(C(=O)N2CCC(CC2)CC(CCCC)=O)C=C1 (1-(4-Fluorobenzoyl)-4-(2-oxohexyl)piperidine). Reaction SMILES: [F:1][C:2]1[CH:18]=[CH:17][C:5]([C:6]([N:8]2[CH2:13][CH2:12][CH:11]([C:14](O)=O)[CH2:10][CH2:9]2)=[O:7])=[CH:4][CH:3]=1.[C:19](Cl)(=[O:23])[C:20](Cl)=O.[CH2:25]([Mg]Br)[CH2:26][CH2:27]CC.[Cl-].[NH4+].[OH-].[Na+]>C(Cl)Cl.O1CCCC1.CCOCC.[Cu]I.CN(C)C=O>[F:1][C:2]1[CH:18]=[CH:17][C:5]([C:6]([N:8]2[CH2:13][CH2:12][CH:11]([CH2:14][C:19](=[O:23])[CH2:20][CH2:25][CH2:26][CH3:27])[CH2:10][CH2:9]2)=[O:7])=[CH:4][CH:3]=1 |f:3.4,5.6|. Reported procedure: 1-(4-Fluorobenzoyl)piperidine-4-carboxylic acid (11.31 g, 45.0 mmol) is dissolved in methylene chloride (100 mL) at 0° C., and dimethylformamide (0.20 mL) and oxalyl chloride (5.8 g, 46 mmol) are added. The mixture is stirred 3 hr at room temperature, after which the solvent is evaporated; toluene (50 mL) is added and evaporated under reduced pressure. The toluene treatment is then repeated. In a second flask, copper (I) iodide (8.57 g, 45.0 mmol) is suspended in tetrahydrofuran (100 mL) at -78°... The reactants are ice water, C(C)(C)N(C(C)C)CC (N,N-diisopropylethylamine), ClC1=CC=C(C=C1)/C=C/C(=O)N[C@H](C(=O)NCC(=O)O)CC1=NC=CC=C1 ({[(2S)-2-{[(2E)-3-(4-chlorophenyl)-2-propenoyl]amino}-3-(2-pyridyl)propanoyl]amino}acetic acid), Cl.Cl.ClC=1C(=NC=C(C1)Cl)OC1CCNCC1 (3,5-dichloro-2-(4-piperidinyloxy)pyridine dihydrochloride), ON1N=NC2=C1C=CC=C2 (1-hydroxybenzotriazole), Cl.CN(CCCN=C=NCC)C (1-(3-dimethylaminopropyl)-3-ethylcarbodiimide hydrochloride). Run in CN(C=O)C (N,N-dimethylformamide). Reaction conditions: time 6 hour. Yields the product ClC1=CC=C(C=C1)/C=C/C(=O)N[C@H](C(=O)NCC(=O)N1CCC(CC1)OC1=NC=C(C=C1Cl)Cl)CC1=NC=CC=C1 ((2E)-3-(4-Chlorophenyl)-N-[(1S)-2-[(2-{4-[(3,5-dichloro-2-pyridyl)oxy]-1-piperidinyl}-2-oxoethyl)amino]-2-oxo-1-(2-pyridylmethyl)ethyl]-2-propenamide). The yield is 76.4%. As a reaction SMILES: [Cl:1][C:2]1[CH:7]=[CH:6][C:5](/[CH:8]=[CH:9]/[C:10]([NH:12][C@@H:13]([CH2:21][C:22]2[CH:27]=[CH:26][CH:25]=[CH:24][N:23]=2)[C:14]([NH:16][CH2:17][C:18]([OH:20])=O)=[O:15])=[O:11])=[CH:4][CH:3]=1.Cl.Cl.[Cl:30][C:31]1[C:32]([O:38][CH:39]2[CH2:44][CH2:43][NH:42][CH2:41][CH2:40]2)=[N:33][CH:34]=[C:35]([Cl:37])[CH:36]=1.ON1C2C=CC=CC=2N=N1.Cl.CN(C)CCCN=C=NCC.C(N(CC)C(C)C)(C)C>CN(C)C=O>[Cl:1][C:2]1[CH:3]=[CH:4][C:5](/[CH:8]=[CH:9]/[C:10]([NH:12][C@@H:13]([CH2:21][C:22]2[CH:27]=[CH:26][CH:25]=[CH:24][N:23]=2)[C:14]([NH:16][CH2:17][C:18]([N:42]2[CH2:43][CH2:44][CH:39]([O:38][C:32]3[C:31]([Cl:30])=[CH:36][C:35]([Cl:37])=[CH:34][N:33]=3)[CH2:40][CH2:41]2)=[O:20])=[O:15])=[O:11])=[CH:6][CH:7]=1 |f:1.2.3,5.6|. Reported procedure: To a mixture of {[(2S)-2-{[(2E)-3-(4-chlorophenyl)-2-propenoyl]amino}-3-(2-pyridyl)propanoyl]amino}acetic acid (0.19 g), 3,5-dichloro-2-(4-piperidinyloxy)pyridine dihydrochloride (0.16 g), 1-hydroxybenzotriazole (0.084 g) and 1-(3-dimethylaminopropyl)-3-ethylcarbodiimide hydrochloride (0.11 g) in N,N-dimethylformamide (2.5 ml) was added dropwise N,N-diisopropylethylamine (0.27 ml) at 8° C. The mixture was warmed to room temperature and stirred for 6 hours. The reaction mixture was poured into ic... Solvent: C(C)(C)O (isopropanol), C(C)(C)O (isopropanol). The product is Cl.COCC1=C(N=CS1)C (5-methoxymethyl-4-methylthiazole hydrochloride). Reaction SMILES: [CH3:1][O:2][CH2:3][C:4]1[S:8][CH:7]=[N:6][C:5]=1[CH3:9].[ClH:10]>C(O)(C)C>[ClH:10].[CH3:1][O:2][CH2:3][C:4]1[S:8][CH:7]=[N:6][C:5]=1[CH3:9] |f:3.4|. Reported procedure: 5-Methoxymethyl-4-methylthiazole (1.5 g.) was dissolved in 3 ml. of isopropanol and the solution was mixed with a hot solution of 0.38 g. of hydrochloric acid in 10 ml. of isopropanol which, upon cooling, gave 5-methoxymethyl-4-methylthiazole hydrochloride, m.p. 150°-152°. The reactants are COCC1=C(N=CS1)C (5-Methoxymethyl-4-methylthiazole), Cl (hydrochloric acid). Starting materials: ClC=1C=CC(=C(C1)N1C(=NN=C1C1=CC=C(C=C1)C(F)(F)F)N)OC (4-(5-Chloro-2-methoxyphenyl)-5-[4-(trifluoromethyl)-phenyl]-4H-1,2,4-triazol-3-amine), B(Br)(Br)Br (boron tribromide), [OH-].[Na+] (sodium hydroxide). Solvent: C(Cl)Cl (methylene chloride). Run at temperature 0 celsius, time 18 hour. Yields the product ClC1=CC(=C(C=C1)O)N1C(=NN=C1C1=CC=C(C=C1)C(F)(F)F)N (4-Chloro-2-[3-amino-[5-[4-(trifluoromethyl)phenyl]-4H-1,2,4-triazol-4-yl]]phenol). Reaction SMILES: [Cl:1][C:2]1[CH:3]=[CH:4][C:5]([O:24]C)=[C:6]([N:8]2[C:12]([C:13]3[CH:18]=[CH:17][C:16]([C:19]([F:22])([F:21])[F:20])=[CH:15][CH:14]=3)=[N:11][N:10]=[C:9]2[NH2:23])[CH:7]=1.B(Br)(Br)Br.[OH-].[Na+]>C(Cl)Cl>[Cl:1][C:2]1[CH:3]=[CH:4][C:5]([OH:24])=[C:6]([N:8]2[C:12]([C:13]3[CH:14]=[CH:15][C:16]([C:19]([F:20])([F:21])[F:22])=[CH:17][CH:18]=3)=[N:11][N:10]=[C:9]2[NH2:23])[CH:7]=1 |f:2.3|. Procedure details: 4-(5-Chloro-2-methoxyphenyl)-5-[4-(trifluoromethyl)-phenyl]-4H-1,2,4-triazol-3-amine (1.5 g, 4.1 mmol) was taken up in methylene chloride (forms suspension), cooled to 0° C. under N2, and from 3 to 6 eq. boron tribromide (25 ml, 1.0M in CH2Cl2) added. The reaction was stirred at 24° C. for 18 h, and 1N sodium hydroxide (80 ml) was added and the solvent was removed by rotary evaporation and the residue was taken up in ethyl acetate and enough THF added to complete dissolution. After being washed ... Starting materials: C(C)(C)(C)OC(=O)N[C@H](C(=O)O)CC1=CC=C(C=C1)C1=CC(N(S1)C(C)(C)C)=O ((S)-2-tert-Butoxycarbonylamino-3-[4-(2-tert-butyl-3-oxo-2,3-dihydro-isothiazol-5-yl)-phenyl]-propionic acid), CC(C)(C)OC(=O)OC(=O)OC(C)(C)C (Boc2O), N1=CC=CC=C1 (pyridine), CN(C)C=O (DMF). The solvent is O1CCOCC1 (dioxane), CCOC(=O)C (EtOAc). Yields the product C(C)(C)(C)OC(N[C@@H](CC1=CC=C(C=C1)C1=CC(N(S1)C(C)(C)C)=O)C(N)=O)=O ({(S)-2-[4-(2-tert-Butyl-3-oxo-2,3-dihydro-isothiazol-5-yl)-phenyl]-1-carbamoyl-ethyl}-carbamic acid tert-butyl ester). Yield: 139.3%. Reaction SMILES: [C:1]([O:5][C:6]([NH:8][C@@H:9]([CH2:13][C:14]1[CH:19]=[CH:18][C:17]([C:20]2[S:24][N:23]([C:25]([CH3:28])([CH3:27])[CH3:26])[C:22](=[O:29])[CH:21]=2)=[CH:16][CH:15]=1)[C:10]([OH:12])=O)=[O:7])([CH3:4])([CH3:3])[CH3:2].CC(OC(OC(OC(C)(C)C)=O)=O)(C)C.[N:45]1C=CC=CC=1.CN(C=O)C>O1CCOCC1.CCOC(C)=O>[C:1]([O:5][C:6](=[O:7])[NH:8][C@H:9]([C:10](=[O:12])[NH2:45])[CH2:13][C:14]1[CH:15]=[CH:16][C:17]([C:20]2[S:24][N:23]([C:25]([CH3:27])([CH3:28])[CH3:26])[C:22](=[O:29])[CH:21]=2)=[CH:18][CH:19]=1)([CH3:4])([CH3:3])[CH3:2]. Procedure: A solution of 1-F (0.76 g, 1.8 mmol), Boc2O (0.52 g, 2.4 mmol), pyridine (99 μL, 1.3 mmol), and NH4CO3H (0.22 g, 2.8 mmol) in dioxane (4 mL) and DMF (1 mL) was stirred at 25° C. for 12 h. The reaction mixture was diluted with EtOAc (100 mL) and washed with 0.1 N HCl (2×20 mL), saturated NaHCO3 (2×20 mL), and brine (20 mL), dried with Na2SO4, filtered, and concentrated to give a crude residue which was purified using flash column chromatography (100% CH2Cl2→10% MeOH/CH2Cl2) to yield 1-G as a brow...